This data is from the Open Reaction Database (ORD), a public repository of structured organic reaction records. The task is: describe an organic reaction: reactants, conditions, products, and yield Reactants: O=C(Cl)c1ccccc1, Cl, O=C(O)C1CCNCC1, [Na+], [OH-], O. Yields the product O=C(O)C1CCN(C(=O)c2ccccc2)CC1. RXN SMILES: [C:12]([c:13]1[cH:14][cH:15][cH:16][cH:17][cH:18]1)(=[O:19])[Cl:20].[ClH:21].[NH:1]1[CH2:2][CH2:3][CH:4]([C:5](=[O:6])[OH:7])[CH2:8][CH2:9]1.[Na+:11].[OH-:10].[OH2:22]>>[N:1]1([C:12]([c:13]2[cH:14][cH:15][cH:16][cH:17][cH:18]2)=[O:19])[CH2:2][CH2:3][CH:4]([C:5](=[O:6])[OH:7])[CH2:8][CH2:9]1. Reactants: CC(C)(C)OC(=O)NC1CCN(c2nccs2)CC1, CC#N, [H-], CI, [Na+]. Yields the product CNC1CCN(c2nccs2)CC1. Reaction SMILES: [C:5]([O:6][C:10](=[O:7])[NH:11][CH:12]1[CH2:13][CH2:14][N:15]([c:18]2[s:19][cH:20][cH:21][n:22]2)[CH2:16][CH2:17]1)([CH3:8])([CH3:9])[CH3:23].[CH3:24][C:25]#[N:26].[H-:1].[I:3][CH3:4].[Na+:2]>>[CH3:10][NH:11][CH:12]1[CH2:13][CH2:14][N:15]([c:18]2[s:19][cH:20][cH:21][n:22]2)[CH2:16][CH2:17]1. The reactants are BrC1=CC(=C(S1)C1=C(N=C2N1N=C(C=C2C(CC)CC)C)C)C (3-(5-bromo-3-methyl-thiophen-2-yl)-8-(1-ethyl-propyl)-2,6-dimethyl-imidazo[1,2-b]pyridazine), CN(C)C=O (DMF). The reagents and catalysts are C=1C=CC(=CC1)[P](C=2C=CC=CC2)(C=3C=CC=CC3)[Pd]([P](C=4C=CC=CC4)(C=5C=CC=CC5)C=6C=CC=CC6)([P](C=7C=CC=CC7)(C=8C=CC=CC8)C=9C=CC=CC9)[P](C=1C=CC=CC1)(C=1C=CC=CC1)C=1C=CC=CC1 (Pd(PPh3)4), [C-]#N.[C-]#N.[Zn+2] (Zn(CN)2). Run in CCOC(=O)C (EtOAc). Yields the product C(C)C(CC)C=1C=2N(N=C(C1)C)C(=C(N2)C)C2=C(C=C(S2)C#N)C (5-[8-(1-ethyl-propyl)-2,6-dimethyl-imidazo[1,2-b]pyridazin-3-yl]-4-methyl-thiophene-2-carbonitrile). Yield: 91.0%. As a reaction SMILES: Br[C:2]1[S:6][C:5]([C:7]2[N:11]3[N:12]=[C:13]([CH3:21])[CH:14]=[C:15]([CH:16]([CH2:19][CH3:20])[CH2:17][CH3:18])[C:10]3=[N:9][C:8]=2[CH3:22])=[C:4]([CH3:23])[CH:3]=1.[CH3:24][N:25](C=O)C>CCOC(C)=O.[C-]#N.[C-]#N.[Zn+2].C1C=CC([P]([Pd]([P](C2C=CC=CC=2)(C2C=CC=CC=2)C2C=CC=CC=2)([P](C2C=CC=CC=2)(C2C=CC=CC=2)C2C=CC=CC=2)[P](C2C=CC=CC=2)(C2C=CC=CC=2)C2C=CC=CC=2)(C2C=CC=CC=2)C2C=CC=CC=2)=CC=1>[CH2:17]([CH:16]([C:15]1[C:10]2[N:11]([C:7]([C:5]3[S:6][C:2]([C:24]#[N:25])=[CH:3][C:4]=3[CH3:23])=[C:8]([CH3:22])[N:9]=2)[N:12]=[C:13]([CH3:21])[CH:14]=1)[CH2:19][CH3:20])[CH3:18] |f:3.4.5,^1:43,45,64,83|. Reported procedure: A solution of 3-(5-bromo-3-methyl-thiophen-2-yl)-8-(1-ethyl-propyl)-2,6-dimethyl-imidazo[1,2-b]pyridazine (0.50 g, 1.28 mmol), DMF (5 mL), and Zn(CN)2 (0.090 g, 0.76 mmol) is degassed with nitrogen for 15 minutes. Pd(PPh3)4 (0.74 g, 0.064 mmol) and the solution heated at 100° C. overnight. The solution is diluted with EtOAc (50 mL), washed with 2 M NH4OH (2×30 mL), brine (30 mL), dried over MgSO4, filtered and concentrated. Purified by ISCO column chromatography (15%-20% EtOAc/hexane gradient) f... Starting materials: Cc1c(C(=O)OCc2ccccc2)c2cccc(F)c2c(=O)n1-c1cccnc1, CO, [H][H]. Product: Cc1c(C(=O)O)c2cccc(F)c2c(=O)n1-c1cccnc1. RXN SMILES: [CH2:1]([c:2]1[cH:3][cH:4][cH:5][cH:6][cH:7]1)[O:8][C:9](=[O:10])[c:11]1[c:12]([CH3:29])[n:13](-[c:23]2[cH:24][n:25][cH:26][cH:27][cH:28]2)[c:14](=[O:22])[c:15]2[c:16]([F:21])[cH:17][cH:18][cH:19][c:20]12.[CH3:32][OH:33].[H:30][H:31]>>[O:8]=[C:9]([OH:10])[c:11]1[c:12]([CH3:29])[n:13](-[c:23]2[cH:24][n:25][cH:26][cH:27][cH:28]2)[c:14](=[O:22])[c:15]2[c:16]([F:21])[cH:17][cH:18][cH:19][c:20]12.